Dataset: the Open Reaction Database (ORD), a public repository of structured organic reaction records. Task: describe an organic reaction: reactants, conditions, products, and yield The reactants are O=C(O)c1ncn2c(-c3cccc(C(F)(F)F)c3)ccnc12, C1CCOC1. Yields the product Cc1ncn2c(-c3cccc(C(F)(F)F)c3)ccnc12. Reaction SMILES: [F:1][C:2]([c:3]1[cH:4][c:5](-[c:9]2[cH:10][cH:11][n:12][c:13]3[n:14]2[cH:15][n:16][c:17]3[C:18]([OH:19])=[O:20])[cH:6][cH:7][cH:8]1)([F:21])[F:22].[O:23]1[CH2:24][CH2:25][CH2:26][CH2:27]1>>[F:1][C:2]([c:3]1[cH:4][c:5](-[c:9]2[cH:10][cH:11][n:12][c:13]3[n:14]2[cH:15][n:16][c:17]3[CH3:18])[cH:6][cH:7][cH:8]1)([F:21])[F:22]. The reactants are FC(C(=O)O)(F)F.CN1CCC(CC1)NC1=CC=C(C=C1)C(/C=C/C1=CC=C(C=C1)/C=C/C(=O)O)=O ((E)-3-(4-{(E)-3-[4-(1-methyl-piperidin-4-ylamino)-phenyl]-3-oxo-propenyl}-phenyl)-acrylic acid trifluoroacetate), C=1C=CC2=C(C1)N=NN2O (HOBT), C(CCl)Cl (EDC), TEA, NOC1OCCCC1 (NH2OTHP), Cl.CCOCC (HCl Et2O). Solvent: C1CCOC1 (THF), CN(C)C=O (DMF), C(Cl)Cl (DCM). Conditions: time 8 hour. Product: ONC(\C=C\C1=CC=C(C=C1)\C=C\C(=O)C1=CC=C(C=C1)NC1CCN(CC1)C)=O ((E)-N-hydroxy-3-(4-{(E)-3-[4-(1-methyl-piperidin-4-ylamino)-phenyl]-3-oxo-propenyl}-phenyl)-acrylamide). Isolated yield 64.1%. Reaction SMILES: FC(F)(F)C(O)=O.[CH3:8][N:9]1[CH2:14][CH2:13][CH:12]([NH:15][C:16]2[CH:21]=[CH:20][C:19]([C:22](=[O:36])/[CH:23]=[CH:24]/[C:25]3[CH:30]=[CH:29][C:28](/[CH:31]=[CH:32]/[C:33](O)=[O:34])=[CH:27][CH:26]=3)=[CH:18][CH:17]=2)[CH2:11][CH2:10]1.C1C=CC2[N:45]([OH:46])N=NC=2C=1.C(Cl)CCl.NOC1CCCCO1.Cl.CCOCC>C1COCC1.CN(C=O)C.C(Cl)Cl>[OH:46][NH:45][C:33](=[O:34])/[CH:32]=[CH:31]/[C:28]1[CH:29]=[CH:30][C:25](/[CH:24]=[CH:23]/[C:22]([C:19]2[CH:18]=[CH:17][C:16]([NH:15][CH:12]3[CH2:11][CH2:10][N:9]([CH3:8])[CH2:14][CH2:13]3)=[CH:21][CH:20]=2)=[O:36])=[CH:26][CH:27]=1 |f:0.1,5.6|. Procedure: A mixture of (E)-3-(4-{(E)-3-[4-(1-methyl-piperidin-4-ylamino)-phenyl]-3-oxo-propenyl}-phenyl)-acrylic acid trifluoroacetate (126 mg, 0.25 mmol), HOBT (40 mg, 0.30 mmol), EDC (58 mg, 0.30 mmol), TEA (0.10 ml, 0.75 mmol) and NH2OTHP (30 mg, 0.25 mmol) in THF (5 ml) and DMF (1 ml), was stirred at room temperature overnight and then partitioned between water and AcOEt. The organic extract was dried over Na2SO4 and evaporated in vacuo. The crude product was triturated in CH3CN/MeOH 9:1 and filtered ... Conditions: time 15 hour. Run in C(C)O (ethanol). Yields the product NC=1C=NC(=C(C(=O)NC2=CC=CC=C2)C1)C (5-amino-2-methyl-N-phenylnicotinamide). The reagents and catalysts are [Pd] (Pd/C). Reaction SMILES: [CH3:1][C:2]1[N:16]=[CH:15][C:14]([N+:17]([O-])=O)=[CH:13][C:3]=1[C:4]([NH:6][C:7]1[CH:12]=[CH:11][CH:10]=[CH:9][CH:8]=1)=[O:5]>C(O)C.[Pd]>[NH2:17][C:14]1[CH:15]=[N:16][C:2]([CH3:1])=[C:3]([CH:13]=1)[C:4]([NH:6][C:7]1[CH:12]=[CH:11][CH:10]=[CH:9][CH:8]=1)=[O:5]. Procedure: To a solution of 2-methyl-5-nitro-N-phenylnicotinamide (460 mg, 1.79 mmol) in 20 mL of ethanol is added Pd/C (40 mg). The reaction mixture is stirred under H2 atmosphere for 15 hours. The Pd/C is removed by filtering through a celite pad. The filtrate is dried to afford 5-amino-2-methyl-N-phenylnicotinamide as an off-white solid. MS m/z 228.1 (M+1). Starting materials: CC1=C(C(=O)NC2=CC=CC=C2)C=C(C=N1)[N+](=O)[O-] (2-methyl-5-nitro-N-phenylnicotinamide). The reactants are [Al+3], CCOCC, [H-], [H-], [H-], [H-], [Li+], N#CC1(CC2OCCO2)CCc2ccccc21. As a reaction SMILES: [Al+3:2].[CH3:24][CH2:25][O:26][CH2:27][CH3:28].[H-:1].[H-:4].[H-:5].[H-:6].[Li+:3].[O:7]1[CH:8]([CH2:12][C:13]2([C:22]#[N:23])[CH2:14][CH2:15][c:16]3[cH:17][cH:18][cH:19][cH:20][c:21]32)[O:9][CH2:10][CH2:11]1>>[O:7]1[CH:8]([CH2:12][C:13]2([CH2:22][NH2:23])[CH2:14][CH2:15][c:16]3[cH:17][cH:18][cH:19][cH:20][c:21]32)[O:9][CH2:10][CH2:11]1. Yields the product NCC1(CC2OCCO2)CCc2ccccc21. Procedure details: 100 mg (R)-4-(hydroxymethyl)-1-((R)-1-phenylethyl)pyrrolidine-2-one (2.1) was placed in 2 mL dimethylacetamide and 20 mg sodium hydride (60%) were added and the mixture was stirred for 15 min at ambient temperature. Then 100 mg 6.37 was added and the mixture was stirred for 3 h at 50° C., further 4 h at 80° C. and overnight at 50° C. The reaction mixture was purified by chromatography (RP-HPLC-MS). The corresponding fractions were freeze-dried to provide protected Example 78 as intermediate. The... The product is COC=1C=C(C=CC1OC)C1=NC(=C2C=CC=NC2=C1)OC[C@@H]1CC(NC1)=O ((R)-4-((7-(3,4-dimethoxyphenyl)-1,6-naphthyridine-5-yloxy)methyl)pyrrolidine-2-one). Run in CC(=O)N(C)C (dimethylacetamide), O (water), C(C)#N (acetonitrile). Starting materials: OC[C@@H]1CC(N(C1)[C@H](C)C1=CC=CC=C1)=O ((R)-4-(hydroxymethyl)-1-((R)-1-phenylethyl)pyrrolidine-2-one), FC(C(=O)O)(F)F (trifluoroacetic acid), [H-].[Na+] (sodium hydride), ClC1=C2C=CC=NC2=CC(=N1)C1=CC(=C(C=C1)OC)OC (5-chloro-7-(3,4-dimethoxy-phenyl)-[1,6]naphthyridine). Reaction SMILES: [OH:1][CH2:2][C@H:3]1[CH2:7][N:6]([C@@H](C2C=CC=CC=2)C)[C:5](=[O:16])[CH2:4]1.[H-].[Na+].Cl[C:20]1[N:29]=[C:28]([C:30]2[CH:35]=[CH:34][C:33]([O:36][CH3:37])=[C:32]([O:38][CH3:39])[CH:31]=2)[CH:27]=[C:26]2[C:21]=1[CH:22]=[CH:23][CH:24]=[N:25]2.FC(F)(F)C(O)=O>CC(N(C)C)=O.O.C(#N)C>[CH3:39][O:38][C:32]1[CH:31]=[C:30]([C:28]2[CH:27]=[C:26]3[C:21]([CH:22]=[CH:23][CH:24]=[N:25]3)=[C:20]([O:1][CH2:2][C@H:3]3[CH2:7][NH:6][C:5](=[O:16])[CH2:4]3)[N:29]=2)[CH:35]=[CH:34][C:33]=1[O:36][CH3:37] |f:1.2|. Conditions: time 15 minute. Reactants: COC(CN1C(OCCC1)=O)=O (Methyl(2-oxo-1,3-oxazinan-3-yl)acetate), [OH-].[Na+] (sodium hydroxide). Run in C1CCOC1 (THF), O (water), CO (methanol). Conditions: time 3 hour. Yields the product O=C1OCCCN1CC(=O)O ((2-Oxo-1,3-oxazinan-3-yl)acetic acid). Yield: 96.7%. RXN SMILES: C[O:2][C:3](=[O:12])[CH2:4][N:5]1[CH2:10][CH2:9][CH2:8][O:7][C:6]1=[O:11].[OH-].[Na+]>C1COCC1.O.CO>[O:11]=[C:6]1[N:5]([CH2:4][C:3]([OH:12])=[O:2])[CH2:10][CH2:9][CH2:8][O:7]1 |f:1.2|. Procedure details: To a solution of 0.068 g (0.39 mmol) of methyl(2-oxo-1,3-oxazinan-3-yl)acetate from step B in 6 mL of THF and 2 mL of water and 2 mL of methanol was added 0.60 mL (1.2 mmol) of an aqueous 2.0 M sodium hydroxide solution. The resulting mixture was stirred at ambient temperature for 3 h and then evaporated in vacuo to remove the methanol and THF. The aqueous phase was acidified with a 2 N hydrochloric acid solution until a pH of 2 was achieved and then extracted with a 30% isopropyl alcohol in chl...